Dataset: the Open Reaction Database (ORD), a public repository of structured organic reaction records. Task: describe an organic reaction: reactants, conditions, products, and yield The reactants are C(C)(C)(C)OC(=O)N1CCC2=C(CC1)C(=C(C=C2)Cl)SC(N(C)C)=O (3-tert-butoxycarbonyl-7-chloro-6-dimethylcarbamoylthio-2,3,4,5-tetrahydro-1H-benzo[d]azepine), C(C)(C)(C)OC(=O)N1CCC2=C(CC1)C(=C(C=C2Cl)Cl)SC(N(C)C)=O (3-tert-butoxycarbonyl-7,9-dichloro-6-dimethylcarbamoylthio-2,3,4,5-tetrahydro-benzo[d]azepine), BrCC1=C(C(=O)OC)C=CC=C1 (methyl 2-(bromomethyl)benzoate). Product: Cl.ClC1=C(C2=C(CCNCC2)C=C1)SCC1=C(C=CC=C1)C(=O)OC (7-Chloro-6-(2-methoxycarbonylbenzylthio)-2,3,4,5-tetrahydro-1H-benzo[d]azepine Hydrochloride). Reaction SMILES: C(OC(N1CCC2C(SC(=O)N(C)C)=C([Cl:19])C=CC=2CC1)=O)(C)(C)C.C(OC([N:33]1[CH2:39][CH2:38][C:37]2[C:40]([S:46][C:47](=O)N(C)C)=[C:41]([Cl:45])[CH:42]=[C:43](Cl)[C:36]=2[CH2:35][CH2:34]1)=O)(C)(C)C.BrC[C:54]1[CH:63]=[CH:62][CH:61]=[CH:60][C:55]=1[C:56]([O:58][CH3:59])=[O:57]>>[ClH:19].[Cl:45][C:41]1[CH:42]=[CH:43][C:36]2[CH2:35][CH2:34][NH:33][CH2:39][CH2:38][C:37]=2[C:40]=1[S:46][CH2:47][C:54]1[CH:63]=[CH:62][CH:61]=[CH:60][C:55]=1[C:56]([O:58][CH3:59])=[O:57] |f:3.4|. Procedure details: Use a method similar to the Example 347, using the 4:1 mixture of 3-tert-butoxycarbonyl-7-chloro-6-dimethylcarbamoylthio-2,3,4,5-tetrahydro-1H-benzo[d]azepine and 3-tert-butoxycarbonyl-7,9-dichloro-6-dimethylcarbamoylthio-2,3,4,5-tetrahydro-benzo[d]azepine with methyl 2-(bromomethyl)benzoate. Use a method similar to the General Procedure 1-4 and purify by preparative reverse phase HPLC (Column: Xterra Prep RP18 19×250 mm; solvent A: 10 mM aqueous ammonium carbonate, solvent B: acetonitrile; 30-1... Solvent: O (water), Cl (hydrochloric acid). Procedure: A suspension of 5.24 g (15.0 mmol) of 1-(8-[2-(4-acetamido-3-nitrophenyl)ethyl]-1,4-dioxa-8-azaspiro[4.5]decane in 30 mL 2N hydrochloric acid was heated at reflux for 1.5 hours. The cooled mixture was basified (pH 9-10) with saturated sodium carbonate solution and 10N sodium hydroxide diluted with 100 ml water, and extracted with methylene chloride (3×150 ml). The extract was washed with 50 ml water and brine, dried over sodium sulfate and filtered. The filtrate was concentrated in vacuo to give... As a reaction SMILES: C([NH:4][C:5]1[CH:10]=[CH:9][C:8]([CH2:11][CH2:12][N:13]2[CH2:22][CH2:21][C:16]3(OCC[O:17]3)[CH2:15][CH2:14]2)=[CH:7][C:6]=1[N+:23]([O-:25])=[O:24])(=O)C.C(=O)([O-])[O-].[Na+].[Na+].[OH-].[Na+]>Cl.O>[NH2:4][C:5]1[CH:10]=[CH:9][C:8]([CH2:11][CH2:12][N:13]2[CH2:14][CH2:15][C:16](=[O:17])[CH2:21][CH2:22]2)=[CH:7][C:6]=1[N+:23]([O-:25])=[O:24] |f:1.2.3,4.5|. Isolated yield 100.0%. The product is NC1=C(C=C(C=C1)CCN1CCC(CC1)=O)[N+](=O)[O-] (1-[2-(4-amino-3-nitrophenyl)ethyl]-4-piperidone). Starting materials: C([O-])([O-])=O.[Na+].[Na+] (sodium carbonate), C(C)(=O)NC1=C(C=C(C=C1)CCN1CCC2(OCCO2)CC1)[N+](=O)[O-] (8-[2-(4-acetamido-3-nitrophenyl)ethyl]-1,4-dioxa-8-azaspiro[4.5]decane), [OH-].[Na+] (sodium hydroxide). Starting materials: ClC=1C=C(C=CC1)C=1C(=NC=C(C1)CC1=CC=C(C=C1)[N+](=O)[O-])OC (3-(3-Chlorophenyl)-2-methoxy-5-(4-nitrobenzyl)pyridine), BrCC=1C=C(C(=NC1)OC)C1=CC(=CC=C1)Cl (5-(bromomethyl)-3-(3-chlorophenyl)-2-methoxypyridine), [N+](=O)([O-])C1=CC=C(C=C1)B(O)O (4-nitrophenyl boronic acid). The product is ClC=1C=C(C=CC1)C=1C=C(C=NC1OC)CC1=CC=C(C=C1)NC(=O)N ((4-{[5-(3-Chlorophenyl)-6-methoxypyridin-3-yl]methyl}phenyl)urea). Reaction SMILES: [Cl:1][C:2]1[CH:3]=[C:4]([C:8]2[C:9]([O:24][CH3:25])=[N:10][CH:11]=[C:12]([CH2:14][C:15]3[CH:20]=[CH:19][C:18]([N+:21]([O-])=O)=[CH:17][CH:16]=3)[CH:13]=2)[CH:5]=[CH:6][CH:7]=1.BrCC1C=C(C2C=CC=C(Cl)C=2)[C:31]([O:34]C)=[N:32]C=1.[N+](C1C=CC(B(O)O)=CC=1)([O-])=O>>[Cl:1][C:2]1[CH:3]=[C:4]([C:8]2[CH:13]=[C:12]([CH2:14][C:15]3[CH:20]=[CH:19][C:18]([NH:21][C:31]([NH2:32])=[O:34])=[CH:17][CH:16]=3)[CH:11]=[N:10][C:9]=2[O:24][CH3:25])[CH:5]=[CH:6][CH:7]=1. Procedure details: 3-(3-Chlorophenyl)-2-methoxy-5-(4-nitrobenzyl)pyridine. The title compound was prepared in a manner analogous to Example 1, from Intermediate 2 and 4-nitrophenyl boronic acid to afford a tan solid. [M+H]=355.07. Starting materials: C(C)(=O)OC(C)=O (acetic anhydride), CC1=CC(=O)OC(O1)(C)C (2,2,6-trimethyl-1,3-dioxen-4-one), C=C1CC(=O)O1 (diketene), O=C1CCC(N1)CCC(=O)O (5-oxo-2-pyrrolidinepropanoic acid). Product: C1CC(N2C(CCC12)=O)=O (dihydro-1H-pyrrolizine-3,5(2H,6H)-dione). RXN SMILES: [O:1]=[C:2]1[NH:6][CH:5]([CH2:7][CH2:8][C:9]([OH:11])=O)[CH2:4][CH2:3]1.C(OC(=O)C)(=O)C.CC1OC(C)(C)OC(=O)C=1.C=C1OC(=O)C1>>[CH2:4]1[CH:5]2[N:6]([C:9](=[O:11])[CH2:8][CH2:7]2)[C:2](=[O:1])[CH2:3]1. Procedure details: In a process for preparing dihydro-1H-pyrrolizine-3,5(2H, 6H)-dione comprising the steps of catalytically hydrogenating an ester of 4-(hydroxyimino)heptanedioic acid and subsequently cyclizing the resulting product to dihydro-1H-pyrrolizine-3,5(2H,6H)-dione, the improvement comprises reacting an alcoholic solution of a mono(lower alkyl) ester of 4-(hydroxyimino)heptanedioic acid, wherein lower alkyl comprises from one to three carbon atoms, with hydrogen gas at a temperature of about 60° C. in t... Reactants: FC(OC1=CC=C(C=C1)C=1C=CC2=C(C=C(CCS2(=O)=O)C(=O)OC)C1)(F)F (methyl 7-(4-trifluoromethoxyphenyl)-1,1-dioxo-2,3-dihydro-1-benzothiepine-4-carboxylate), Cl (hydrochloric acid). The solvent is COCCOC (1,2-dimethoxyethane). Yields the product FC(OC1=CC=C(C=C1)C=1C=CC2=C(C=C(CCS2(=O)=O)C(=O)O)C1)(F)F (7-(4-trifluoromethoxyphenyl)-1,1-dioxo-2,3-dihydro-1-benzothiepine-4-carboxylic acid). The yield is 89.8%. RXN SMILES: [F:1][C:2]([F:28])([F:27])[O:3][C:4]1[CH:9]=[CH:8][C:7]([C:10]2[CH:11]=[CH:12][C:13]3[S:19](=[O:21])(=[O:20])[CH2:18][CH2:17][C:16]([C:22]([O:24]C)=[O:23])=[CH:15][C:14]=3[CH:26]=2)=[CH:6][CH:5]=1.Cl>COCCOC>[F:28][C:2]([F:1])([F:27])[O:3][C:4]1[CH:9]=[CH:8][C:7]([C:10]2[CH:11]=[CH:12][C:13]3[S:19](=[O:21])(=[O:20])[CH2:18][CH2:17][C:16]([C:22]([OH:24])=[O:23])=[CH:15][C:14]=3[CH:26]=2)=[CH:6][CH:5]=1. Reported procedure: To a solution of methyl 7-(4-trifluoromethoxyphenyl)-1,1-dioxo-2,3-dihydro-1-benzothiepine-4-carboxylate (450 mg) in 1,2-dimethoxyethane (10 ml) was added at room temperature 6N hydrochloric acid (5 ml), and the mixture was refluxed for 24 hours, cooled to room temperature and extracted with ethyl acetate. The organic layer was washed with saturated brine, dried with magnesium sulfate and concentrated under reduced pressure to give crystals, which were collected by filtration. The crystals were ... The reactants are (R)-1-(3-methoxymethoxyphenyl)-1,2-ethanediol 2-tosylate, COCOC=1C=C(C=CC1)[C@@H](CO)N1C[C@H](CC1)OCOC (2-(S)-(3-methoxymethoxyphenyl)-2-(3-(S)-methoxymethoxypyrrolidin-1-yl)ethanol), COCOC=1C=C(C=CC1)[C@H](CN1C[C@H](CC1)OCOC)O (1-(R)-(3-methoxymethoxyphenyl)-2-(3-(S)-methoxymethoxypyrrolidin-1-yl)ethanol), CNC1=CC=C(C(=O)OC)C=C1 (methyl 4-methylaminobenzoate), Example 1 ( i ). Yields the product COCOC=1C=C(C=CC1)[C@@H](CO)N1C[C@H](CC1)OCOC (2-(S)-(3-Methoxymethoxyphenyl)-2-(3-(S)-methoxymethoxypyrrolidin-1-yl)ethanol), COCOC=1C=C(C=CC1)[C@H](CN1C[C@H](CC1)OCOC)O (1-(R)-(3-methoxymethoxyphenyl)-2-(3-(S)-methoxymethoxypyrrolidin-1-yl)ethanol), COCOC=1C=C(C=CC1)[C@H](CN1C[C@H](CC1)OCOC)N(C)C1=CC=C(C(=O)OC)C=C1 (Methyl 4-{N-[1-(R)-(3-methoxymethoxyphenyl)-2-(3-(S)-methoxymethoxypyrrolidin-1-yl)-ethyl]- -N-methylamino}benzoate). Reaction SMILES: [CH3:1][O:2][CH2:3][O:4][C:5]1[CH:6]=[C:7]([C@H:11]([N:14]2[CH2:18][CH2:17][C@H:16]([O:19][CH2:20][O:21][CH3:22])[CH2:15]2)[CH2:12][OH:13])[CH:8]=[CH:9][CH:10]=1.[CH3:23][O:24][CH2:25][O:26][C:27]1[CH:28]=[C:29]([C@@H:33]([OH:44])[CH2:34][N:35]2[CH2:39][CH2:38][C@H:37]([O:40][CH2:41][O:42][CH3:43])[CH2:36]2)[CH:30]=[CH:31][CH:32]=1.[CH3:45][NH:46][C:47]1[CH:56]=[CH:55][C:50]([C:51]([O:53][CH3:54])=[O:52])=[CH:49][CH:48]=1>>[CH3:1][O:2][CH2:3][O:4][C:5]1[CH:6]=[C:7]([C@H:11]([N:14]2[CH2:18][CH2:17][C@H:16]([O:19][CH2:20][O:21][CH3:22])[CH2:15]2)[CH2:12][OH:13])[CH:8]=[CH:9][CH:10]=1.[CH3:23][O:24][CH2:25][O:26][C:27]1[CH:28]=[C:29]([C@@H:33]([OH:44])[CH2:34][N:35]2[CH2:39][CH2:38][C@H:37]([O:40][CH2:41][O:42][CH3:43])[CH2:36]2)[CH:30]=[CH:31][CH:32]=1.[CH3:23][O:24][CH2:25][O:26][C:27]1[CH:28]=[C:29]([C@@H:33]([N:46]([C:47]2[CH:56]=[CH:55][C:50]([C:51]([O:53][CH3:54])=[O:52])=[CH:49][CH:48]=2)[CH3:45])[CH2:34][N:35]2[CH2:39][CH2:38][C@H:37]([O:40][CH2:41][O:42][CH3:43])[CH2:36]2)[CH:30]=[CH:31][CH:32]=1. Procedure details: 2-(S)-(3-Methoxymethoxyphenyl)-2-(3-(S)-methoxymethoxypyrrolidin-1-yl)ethanol and 1-(R)-(3-methoxymethoxyphenyl)-2-(3-(S)-methoxymethoxypyrrolidin-1-yl)ethanol were prepared from (R)-1-(3-methoxymethoxyphenyl)-1,2-ethanediol-2-tosylate in 58% yield as a mixture according to the procedures similar to those described in Preparation 3. Title compound was prepared by reacting the mixture of 2-(S)-(3-methoxymethoxyphenyl)-2-(3-(S)-methoxymethoxypyrrolidin-1-yl)ethanol and 1-(R)-(3-methoxymethoxypheny...